From a dataset of the Open Reaction Database (ORD), a public repository of structured organic reaction records. describe an organic reaction: reactants, conditions, products, and yield Starting materials: NC1=C(C(=O)NCCN2CCC(CC2)C(C2=CC=C(C=C2)F)=O)C=CC=C1 (2-amino-N-[2-[4-(4-fluorobenzoyl)-1-piperidinyl]ethyl]benzamide), C=O (paraformaldehyde), C(C)O (ethanol). Reagents/catalysts: [OH-].[Na+] (sodium hydroxide). Run in O (water). The product is FC1=CC=C(C(=O)C2CCN(CC2)CCN2CNC3=CC=CC=C3C2=O)C=C1 (3-[2-[4-(4-fluorobenzoyl)-1-piperidinyl]ethyl]-2,3-dihydro-4(1H)-quinazolinone). The yield is 50.0%. Reaction SMILES: [NH2:1][C:2]1[CH:27]=[CH:26][CH:25]=[CH:24][C:3]=1[C:4]([NH:6][CH2:7][CH2:8][N:9]1[CH2:14][CH2:13][CH:12]([C:15](=[O:23])[C:16]2[CH:21]=[CH:20][C:19]([F:22])=[CH:18][CH:17]=2)[CH2:11][CH2:10]1)=[O:5].C=O.[CH2:30](O)C>[OH-].[Na+].O>[F:22][C:19]1[CH:18]=[CH:17][C:16]([C:15]([CH:12]2[CH2:11][CH2:10][N:9]([CH2:8][CH2:7][N:6]3[C:4](=[O:5])[C:3]4[C:2](=[CH:27][CH:26]=[CH:25][CH:24]=4)[NH:1][CH2:30]3)[CH2:14][CH2:13]2)=[O:23])=[CH:21][CH:20]=1 |f:3.4|. Reported procedure: A mixture of 6.5 parts of 2-amino-N-[2-[4-(4-fluorobenzoyl)-1-piperidinyl]ethyl]benzamide, 0.5 parts of paraformaldehyde, 3 drops of sodium hydroxide solution 50%, 80 parts of ethanol and 10 parts of water is stirred and refluxed overnight. The reaction mixture is allowed to cool to room temperature while stirring. The precipitated product if filtered off, washed with ethanol and crystallized from 200 parts of ethanol, yielding 3.3 parts (50%) of 3-[2-[4-(4-fluorobenzoyl)-1-piperidinyl]ethyl]-2,... Starting materials: OP(=O)(CC(C)C)C\C(\C(=O)O)=C/C(CCC(=O)O)C ((Z)-2-(hydroxyisobutylphosphinoyl)methyl-4-methyl-2-heptenedioic acid), C1(CCCCC1)/C=C(\C(=O)OCC)/CP(=O)(CC(C)C)OCC (ethyl (E)-3-cyclohexyl-2-(ethoxyisobutylphosphinoyl)methylpropenoate), C1(CCCCC1)\C=C(\C(=O)OCC)/CP(=O)(CC(C)C)O (ethyl (Z)-3-cyclohexyl-2-(hydroxyisobutylphosphinoyl)methylpropenoate), C1(CCCCC1)/C=C(\C(=O)OCC)/CP(=O)(CC(C)C)O (ethyl (E)-3-cyclohexyl-2-(hydroxyisobutylphosphinoyl)methylpropenoate), ( E ). The solvent is C(C)O (ethanol), [OH-].[Na+] (sodium hydroxide), Cl.C(C)(=O)OCCCC (hydrogen chloride butyl acetate). The product is C1(CCCCC1)\C=C(\C(=O)O)/CP(=O)(CC(C)C)O ((Z)-3-cyclohexyl-2-(hydroxyisobutylphosphinoyl)methylpropenoic acid). The yield is 49.5%. RXN SMILES: [CH:1]1(/[CH:7]=[C:8](/[CH2:14][P:15]([O:21]CC)([CH2:17][CH:18]([CH3:20])[CH3:19])=[O:16])\[C:9]([O:11]CC)=[O:10])[CH2:6][CH2:5][CH2:4][CH2:3][CH2:2]1.C1(/C=C(\CP(O)(CC(C)C)=O)/C(OCC)=O)CCCCC1.C1(/C=C(/CP(O)(CC(C)C)=O)\C(OCC)=O)CCCCC1.OP(C/C(=C\C(C)CCC(O)=O)/C(O)=O)(CC(C)C)=O>Cl.C(OCCCC)(=O)C.C(O)C.[OH-].[Na+]>[CH:1]1(/[CH:7]=[C:8](\[CH2:14][P:15]([OH:21])([CH2:17][CH:18]([CH3:19])[CH3:20])=[O:16])/[C:9]([OH:11])=[O:10])[CH2:2][CH2:3][CH2:4][CH2:5][CH2:6]1 |f:4.5,7.8|. Procedure: A solution of 11.1 g (32.2 millimoles) of ethyl (E)-3-cyclohexyl-2-(ethoxyisobutylphosphinoyl)methylpropenoate in 100 ml of 4.3 N hydrogen chloride-butyl acetate was heated in a sealed tube for 48 hours. After cooling, the solvent was evaporated under reduced pressure to give a mixture of ethyl (Z)-3-cyclohexyl-2-(hydroxyisobutylphosphinoyl)methylpropenoate and ethyl (E)-3-cyclohexyl-2-(hydroxyisobutylphosphinoyl)methylpropenoate as a pale yellow oil. The (Z):(E) ratio determined by 1H-NMR was 9...